This data is from the Open Reaction Database (ORD), a public repository of structured organic reaction records. The task is: describe an organic reaction: reactants, conditions, products, and yield The reactants are O1CCN(CC1)C=1C=2N(C=CN1)C=C(N2)CO ((8-Morpholinoimidazo[1,2-a]pyrazin-2-yl)methanol), [H-].[Na+] (NaH), ClC1=NC2=CC=CC=C2C=C1 (2-Chloroquinoline). The solvent is C1CCOC1 (THF). Reaction conditions: time 10 minute. Product: N1=C(C=CC2=CC=CC=C12)OCC=1N=C2N(C=CN=C2N2CCOCC2)C1 (4-(2-((Quinolin-2-yloxy)methyl)imidazo[1,2-a]pyrazin-8-yl)morpholine). Reaction SMILES: [O:1]1[CH2:6][CH2:5][N:4]([C:7]2[C:8]3[N:9]([CH:13]=[C:14]([CH2:16][OH:17])[N:15]=3)[CH:10]=[CH:11][N:12]=2)[CH2:3][CH2:2]1.[H-].[Na+].Cl[C:21]1[CH:30]=[CH:29][C:28]2[C:23](=[CH:24][CH:25]=[CH:26][CH:27]=2)[N:22]=1>C1COCC1>[N:22]1[C:23]2[C:28](=[CH:27][CH:26]=[CH:25][CH:24]=2)[CH:29]=[CH:30][C:21]=1[O:17][CH2:16][C:14]1[N:15]=[C:8]2[C:7]([N:4]3[CH2:3][CH2:2][O:1][CH2:6][CH2:5]3)=[N:12][CH:11]=[CH:10][N:9]2[CH:13]=1 |f:1.2|. Procedure: A mixture of compound 1d (5.0 g, 21 mmol) and NaH (2.5 g, 64 mmol) in anhydrous THF (300 mL) was stirred at rt for 10 min. 2-Chloroquinoline (4.2 g, 25 mmol) was then added and the mixture was heated to 70° C. for 5 h. The reaction was quenched with brine (300 mL) and extracted with EtOAc (2×500 mL). The organic layer was washed with brine (300 mL), dried over Na2SO4 and concentrated under reduced pressure. The residue obtained was recrystallized with hot EtOAc-hexanes to give compound 31a. Mass... Yields the product COc1ccc(S(=O)(=O)N2CC=CCC(C(O)c3ccccc3)C2C(=O)NOC(c2ccccc2)c2ccccc2)cc1. Reactants: [BH4-], CO, COc1ccc(S(=O)(=O)N2CC=CCC(C(=O)c3ccccc3)C2C(=O)NOC(c2ccccc2)c2ccccc2)cc1, ClCCl, [Na+]. Reaction SMILES: [BH4-:44].[CH3:49][OH:50].[CH:1]([c:2]1[cH:3][cH:4][cH:5][cH:6][cH:7]1)([c:8]1[cH:9][cH:10][cH:11][cH:12][cH:13]1)[O:14][NH:15][C:16](=[O:17])[CH:18]1[N:19]([S:33](=[O:34])(=[O:35])[c:36]2[cH:37][cH:38][c:39]([O:42][CH3:43])[cH:40][cH:41]2)[CH2:20][CH:21]=[CH:22][CH2:23][CH:24]1[C:25]([c:26]1[cH:27][cH:28][cH:29][cH:30][cH:31]1)=[O:32].[Cl:46][CH2:47][Cl:48].[Na+:45]>>[CH:1]([c:2]1[cH:3][cH:4][cH:5][cH:6][cH:7]1)([c:8]1[cH:9][cH:10][cH:11][cH:12][cH:13]1)[O:14][NH:15][C:16](=[O:17])[CH:18]1[N:19]([S:33](=[O:34])(=[O:35])[c:36]2[cH:37][cH:38][c:39]([O:42][CH3:43])[cH:40][cH:41]2)[CH2:20][CH:21]=[CH:22][CH2:23][CH:24]1[CH:25]([c:26]1[cH:27][cH:28][cH:29][cH:30][cH:31]1)[OH:32]. Starting materials: N#Cc1cc([N+](=O)[O-])cc(C#N)c1N, N#Cc1cc([N+](=O)[O-])cc(C#N)c1O, N#Cc1cc([N+](=O)[O-])cc(C#N)c1Cl, CO, [Na+], [OH-]. Product: COc1c(C#N)cc([N+](=O)[O-])cc1C#N. Reaction SMILES: [C:15]([c:16]1[cH:17][c:18]([N+:19]([O-:20])=[O:21])[cH:22][c:23]([C:24]#[N:25])[c:26]1[NH2:27])#[N:28].[C:1](#[N:2])[c:3]1[c:4]([OH:14])[c:5]([C:12]#[N:13])[cH:6][c:7]([N+:9](=[O:10])[O-:11])[cH:8]1.[C:29]([c:30]1[cH:31][c:32]([N+:33]([O-:34])=[O:35])[cH:36][c:37]([C:38]#[N:39])[c:40]1[Cl:41])#[N:42].[CH3:45][OH:46].[Na+:44].[OH-:43]>>[C:1](#[N:2])[c:3]1[c:4]([O:14][CH3:15])[c:5]([C:12]#[N:13])[cH:6][c:7]([N+:9](=[O:10])[O-:11])[cH:8]1. Reactants: C(C1=CC=CC=C1)OC1=NC=CC2=CC(=C(C=C12)Cl)OC1CCC(CC1)(C1CCOCC1)C(CC)N (1-[4-(1-benzyloxy-7-chloro-isoquinolin-6-yloxy)-1-(tetrahydropyran-4-yl)-cyclohexyl]propylamine), Cl (hydrochloric acid). The solvent is CC(C)O (2-propanol). Yields the product NC(CC)C1(CCC(CC1)OC=1C=C2C=CNC(C2=CC1Cl)=O)C1CCOCC1 (6-[4-(1-Aminopropyl)-4-(tetrahydropyran-4-yl)-cyclohexyloxy]-7-chloro-2H-isoquinolin-1-one). The yield is 101.4%. As a reaction SMILES: C([O:8][C:9]1[C:18]2[C:13](=[CH:14][C:15]([O:20][CH:21]3[CH2:26][CH2:25][C:24]([CH:33]([NH2:36])[CH2:34][CH3:35])([CH:27]4[CH2:32][CH2:31][O:30][CH2:29][CH2:28]4)[CH2:23][CH2:22]3)=[C:16]([Cl:19])[CH:17]=2)[CH:12]=[CH:11][N:10]=1)C1C=CC=CC=1.Cl>CC(O)C>[NH2:36][CH:33]([C:24]1([CH:27]2[CH2:28][CH2:29][O:30][CH2:31][CH2:32]2)[CH2:25][CH2:26][CH:21]([O:20][C:15]2[CH:14]=[C:13]3[C:18](=[CH:17][C:16]=2[Cl:19])[C:9](=[O:8])[NH:10][CH:11]=[CH:12]3)[CH2:22][CH2:23]1)[CH2:34][CH3:35]. Reported procedure: A solution of 1-[4-(1-benzyloxy-7-chloro-isoquinolin-6-yloxy)-1-(tetrahydropyran-4-yl)-cyclohexyl]propylamine (8, 83 mg, 0.16 mmol) in 2-propanol (1 mL) was treated with 2N aqueous hydrochloric acid (0.5 mL) and stirred at room temperature until complete conversion was observed. The reaction mixture was evaporated and lyophilized from water twice to give 68 mg of the title compound (Example 1) as its hydrochloride. Rt 2.40 min (Method A). Detected mass: 419.4 (M+H+). The reactants are CCCCC(=O)Cl, CN(C)c1ccncc1, CCN(C(C)C)C(C)C, ClC(Cl)Cl, NS(=O)(=O)c1ccc(-c2c(-c3cccc(F)c3)nn3cc(C(F)(F)F)ccc23)cc1. Yields the product CCCCC(=O)NS(=O)(=O)c1ccc(-c2c(-c3cccc(F)c3)nn3cc(C(F)(F)F)ccc23)cc1. Reaction SMILES: [C:40]([CH2:41][CH2:42][CH2:43][CH3:44])(=[O:45])[Cl:46].[CH3:51][N:52]([CH3:53])[c:54]1[cH:55][cH:56][n:57][cH:58][cH:59]1.[CH:31]([N:32]([CH:33]([CH3:34])[CH3:35])[CH2:36][CH3:37])([CH3:38])[CH3:39].[CH:47]([Cl:48])([Cl:49])[Cl:50].[F:1][c:2]1[cH:3][c:4](-[c:8]2[n:9][n:10]3[c:11]([cH:12][cH:13][c:14]([C:16]([F:17])([F:18])[F:19])[cH:15]3)[c:20]2-[c:21]2[cH:22][cH:23][c:24]([S:27](=[O:28])(=[O:29])[NH2:30])[cH:25][cH:26]2)[cH:5][cH:6][cH:7]1>>[F:1][c:2]1[cH:3][c:4](-[c:8]2[n:9][n:10]3[c:11]([cH:12][cH:13][c:14]([C:16]([F:17])([F:18])[F:19])[cH:15]3)[c:20]2-[c:21]2[cH:22][cH:23][c:24]([S:27](=[O:28])(=[O:29])[NH:30][C:40]([CH2:41][CH2:42][CH2:43][CH3:44])=[O:45])[cH:25][cH:26]2)[cH:5][cH:6][cH:7]1. Starting materials: BrC=1C=C(C=CC1)C1=NC=C(C=C1)C (2-(3-bromophenyl)-5-methylpyridine), C(CC)C1=CC=C(C=C1)B(O)O (4-n-propylphenylboronic acid). Yields the product C(CC)C1=CC=C(C=C1)C1=CC(=CC=C1)C1=NC=CC=C1 (2-(4′-n-propylbiphenyl-3-yl)pyridine). Isolated yield 128.5%. RXN SMILES: Br[C:2]1[CH:3]=[C:4]([C:8]2[CH:13]=[CH:12][C:11](C)=[CH:10][N:9]=2)[CH:5]=[CH:6][CH:7]=1.[CH2:15]([C:18]1[CH:23]=[CH:22][C:21](B(O)O)=[CH:20][CH:19]=1)[CH2:16][CH3:17]>>[CH2:15]([C:18]1[CH:23]=[CH:22][C:21]([C:2]2[CH:7]=[CH:6][CH:5]=[C:4]([C:8]3[CH:13]=[CH:12][CH:11]=[CH:10][N:9]=3)[CH:3]=2)=[CH:20][CH:19]=1)[CH2:16][CH3:17]. Procedure: 2-(3-bromophenyl)-5-methylpyridine (20.0 g, 81.1 mmol) was reacted with 4-n-propylphenylboronic acid (15.9 g, 96.7 mmol) under standard Suzuki coupling condition. Kugelrohr distillation at 230° C. yielded 28.5 g of a viscous yellow liquid that was then purified by silica gel column chromatography with 15/85 ethyl acetate/hexane as the eluent, affording 14.0 g of pure material plus an additional impure fraction.